Dataset: the Open Reaction Database (ORD), a public repository of structured organic reaction records. Task: describe an organic reaction: reactants, conditions, products, and yield Run in CN(C)C=O (DMF). Reaction conditions: time 2 hour. Yields the product CN(C(C1=CC(=C(C=C1)[N+](=O)[O-])C)=O)C (N,N,3-trimethyl-4-nitrobenzamide). Yield: 75.4%. Reaction SMILES: [CH3:1][C:2]1[CH:3]=[C:4]([CH:8]=[CH:9][C:10]=1[N+:11]([O-:13])=[O:12])[C:5](O)=[O:6].C(C1NC=CN=1)([C:16]1[NH:17][CH:18]=CN=1)=O.CNC>CN(C=O)C>[CH3:16][N:17]([CH3:18])[C:5](=[O:6])[C:4]1[CH:8]=[CH:9][C:10]([N+:11]([O-:13])=[O:12])=[C:2]([CH3:1])[CH:3]=1. Procedure details: 3-Methyl-4-nitrobenzoic acid (3.0 g, 16.56 mmol) in DMF (30 mL) was stirred with carbonyl diimidazole (3.22 g, 1.2 Eq.) for 90 mins. The reaction mixture was cooled in an icebath, and dimethylamine (2 M in THF, 25 mL, 3 Eq.) was added. The mixture was then allowed to warm to room temperature and stirred for 2 hours. The mixture was poured onto ice water (200 ml) and extracted with EtOAc (×6). The combined extracts were washed with brine, dried over MgSO4, filtered and evaporated. Tritration with... Starting materials: CC=1C=C(C(=O)O)C=CC1[N+](=O)[O-] (3-Methyl-4-nitrobenzoic acid), C(=O)(C=1NC=CN1)C=1NC=CN1 (carbonyl diimidazole), CNC (dimethylamine). Reactants: 4A, [BH4-].[Na+] (sodium borohydride), O=C1CCC2=CC(=CC=C12)C(=O)OC (methyl 1-oxoindane-5-carboxylate), COC1=CC=C(C=C1)[C@H](C)N ((1S)-1-(4-methoxyphenyl)ethanamine), 4A. Run in C(C)(=O)O (acetic acid), C(C)O (ethanol), C1(=CC=CC=C1)C (toluene), C(C)(=O)O (acetic acid). Conditions: time 1 hour. Product: COC1=CC=C(C=C1)[C@H](C)N[C@H]1CCC2=CC(=CC=C12)C(=O)OC (methyl (1S)-1-{[(1S)-1-(4-methoxyphenyl)ethyl]amino}indane-5-carboxylate). The yield is 37.1%. As a reaction SMILES: O=[C:2]1[C:10]2[C:5](=[CH:6][C:7]([C:11]([O:13][CH3:14])=[O:12])=[CH:8][CH:9]=2)[CH2:4][CH2:3]1.[CH3:15][O:16][C:17]1[CH:22]=[CH:21][C:20]([C@@H:23]([NH2:25])[CH3:24])=[CH:19][CH:18]=1.[BH4-].[Na+]>C(O)C.C(O)(=O)C.C1(C)C=CC=CC=1>[CH3:15][O:16][C:17]1[CH:22]=[CH:21][C:20]([C@@H:23]([NH:25][C@@H:2]2[C:10]3[C:5](=[CH:6][C:7]([C:11]([O:13][CH3:14])=[O:12])=[CH:8][CH:9]=3)[CH2:4][CH2:3]2)[CH3:24])=[CH:19][CH:18]=1 |f:2.3|. Procedure details: To 713 mg of methyl 1-oxoindane-5-carboxylate were added 612 mg of (1S)-1-(4-methoxyphenyl)ethanamine, 0.23 ml of acetic acid, 600 mg of Molecular Sieves 4A, and 12 ml of toluene, followed by heating to reflux using a Dean-Stark type reflux device for 4 hours under reduced pressure (213 mbar). Then, 0.23 ml of acetic acid and 300 mg of Molecular Sieves 4A were added thereto, followed by heating to reflux using a Dean-Stark type reflux device for 4 hours under reduced pressure (213 mbar). The ins... Starting materials: O=C(CBr)c1ccc(F)cc1, CCCCc1n[nH]c(=O)n1Cc1ccc(-c2ccccc2C#N)cc1, CC(C)(C)[O-], CN(C)C=O, CCOC(C)=O, [K+]. Product: CCCCc1nn(CC(=O)c2ccc(F)cc2)c(=O)n1Cc1ccc(-c2ccccc2C#N)cc1. As a reaction SMILES: [Br:37][CH2:38][C:39](=[O:40])[c:41]1[cH:42][cH:43][c:44]([F:47])[cH:45][cH:46]1.[CH2:1]([CH2:2][CH2:3][CH3:4])[c:5]1[n:6][nH:7][c:8](=[O:25])[n:9]1[CH2:10][c:11]1[cH:12][cH:13][c:14](-[c:17]2[c:18]([C:23]#[N:24])[cH:19][cH:20][cH:21][cH:22]2)[cH:15][cH:16]1.[CH3:26][C:27]([CH3:28])([O-:29])[CH3:30].[CH3:32][N:33]([CH3:34])[CH:35]=[O:36].[CH3:48][CH2:49][O:50][C:51](=[O:52])[CH3:53].[K+:31]>>[CH2:1]([CH2:2][CH2:3][CH3:4])[c:5]1[n:6][n:7]([CH2:38][C:39](=[O:40])[c:41]2[cH:42][cH:43][c:44]([F:47])[cH:45][cH:46]2)[c:8](=[O:25])[n:9]1[CH2:10][c:11]1[cH:12][cH:13][c:14](-[c:17]2[c:18]([C:23]#[N:24])[cH:19][cH:20][cH:21][cH:22]2)[cH:15][cH:16]1.